Dataset: the Open Reaction Database (ORD), a public repository of structured organic reaction records. Task: describe an organic reaction: reactants, conditions, products, and yield The reactants are CCO, Clc1ncnc2sc3c(c12)CCC1(C3)OCCO1, Cl, Nc1ccc(F)c(Cl)c1. As a reaction SMILES: [CH3:29][CH2:30][OH:31].[Cl:1][c:2]1[c:3]2[c:4]([n:5][cH:6][n:7]1)[s:8][c:9]1[c:10]2[CH2:11][CH2:12][C:13]2([CH2:14]1)[O:15][CH2:16][CH2:17][O:18]2.[ClH:28].[F:19][c:20]1[c:21]([Cl:27])[cH:22][c:23]([NH2:24])[cH:25][cH:26]1>>[c:2]1([NH:24][c:23]2[cH:22][c:21]([Cl:27])[c:20]([F:19])[cH:26][cH:25]2)[c:3]2[c:4]([n:5][cH:6][n:7]1)[s:8][c:9]1[c:10]2[CH2:11][CH2:12][C:13]2([CH2:14]1)[O:15][CH2:16][CH2:17][O:18]2. The product is Fc1ccc(Nc2ncnc3sc4c(c23)CCC2(C4)OCCO2)cc1Cl.